This data is from the Open Reaction Database (ORD), a public repository of structured organic reaction records. The task is: describe an organic reaction: reactants, conditions, products, and yield Starting materials: FC(C1=C(C=CC=C1)B(O)O)(F)F (2-(trifluoromethyl)phenylboronic acid), [Na].O=C1C(O)=C(O)[C@H](O1)[C@@H](O)CO (L-ascorbic acid sodium salt), ClC1=CC=C(C=C1)C=1N(C(N(N1)CC#C)=O)C[C@@H](C(F)(F)F)O (5-(4-Chlorophenyl)-2-(prop-2-yn-1-yl)-4-[(2S)-3,3,3-trifluoro-2-hydroxypropyl]-2,4-dihydro-3H-1,2,4-triazol-3-one), [N-]=[N+]=[N-].[Na+] (sodium azide). The reagents and catalysts are O.C(C)(=O)[O-].[Cu+2].C(C)(=O)[O-] (copper(II) acetate monohydrate). The solvent is O (water), O (water), C(C)(=O)OCC (ethyl acetate), [OH-].[Na+] (sodium hydroxide), CO (methanol). Conditions: time 18 hour. Yields the product ClC1=CC=C(C=C1)C=1N(C(N(N1)CC=1N=NN(C1)C1=C(C=CC=C1)C(F)(F)F)=O)C[C@@H](C(F)(F)F)O (5-(4-Chlorophenyl)-4-[(2S)-3,3,3-trifluoro-2-hydroxypropyl]-2-({1-[2-(trifluoromethyl)phenyl]-1H-1,2,3-triazol-4-yl}methyl)-2,4-dihydro-3H-1,2,4-triazol-3-one). RXN SMILES: [N-:1]=[N+:2]=[N-:3].[Na+].[F:5][C:6]([F:17])([F:16])[C:7]1[CH:12]=[CH:11][CH:10]=[CH:9][C:8]=1B(O)O.[Na].O=C1O[C@H]([C@H](CO)O)C(O)=C1O.[Cl:31][C:32]1[CH:37]=[CH:36][C:35]([C:38]2[N:39]([CH2:47][C@H:48]([OH:53])[C:49]([F:52])([F:51])[F:50])[C:40](=[O:46])[N:41]([CH2:43][C:44]#[CH:45])[N:42]=2)=[CH:34][CH:33]=1>CO.O.C(OCC)(=O)C.[OH-].[Na+].O.C([O-])(=O)C.[Cu+2].C([O-])(=O)C>[Cl:31][C:32]1[CH:37]=[CH:36][C:35]([C:38]2[N:39]([CH2:47][C@H:48]([OH:53])[C:49]([F:51])([F:52])[F:50])[C:40](=[O:46])[N:41]([CH2:43][C:44]3[N:1]=[N:2][N:3]([C:8]4[CH:9]=[CH:10][CH:11]=[CH:12][C:7]=4[C:6]([F:17])([F:16])[F:5])[CH:45]=3)[N:42]=2)=[CH:34][CH:33]=1 |f:0.1,3.4,9.10,11.12.13.14,^1:17|. Procedure details: 20 mg (0.31 mmol) of sodium azide were initially charged in 1 ml of methanol, and 58 mg (0.31 mmol) of 2-(trifluoromethyl)phenylboronic acid and 6 mg (0.03 mmol) of copper(II) acetate monohydrate were added. The mixture was stirred at RT for 18 h. 0.9 ml of water, 30 mg (0.15 mmol) of L-ascorbic acid sodium salt and 117 mg (0.34 mmol) of the compound from Example 14A were then added to the mixture. The mixture was stirred at RT for a further 18 h. For work-up, the mixture was diluted with 10 ml ...